From a dataset of the Open Reaction Database (ORD), a public repository of structured organic reaction records. describe an organic reaction: reactants, conditions, products, and yield The reactants are OC=1C=2C(N=CC1C(=O)C1=CC=CC=C1)=NN(C2)C ((4-hydroxy-2-methyl-2H-pyrazolo[3,4-b]pyridin-5-yl)phenylmethanone), CN(C)CCCCl (dimethylaminopropyl chloride), C([O-])([O-])=O.[K+].[K+] (potassium carbonate). Run in CN(C=O)C (dimethylformamide). Yields the product C(C1=CC=CC=C1)(=O)C=1C(C=2C(N(C1)CCCN(C)C)=NN(C2)C)=O (5-benzoyl-7-[3-(dimethylamino)Propyl]-2,7-dihydro-2-methyl-4H-pyrazolo[3,4-b]pyridin-4-one). RXN SMILES: [OH:1][C:2]1[C:3]2[C:4](=[N:16][N:17]([CH3:19])[CH:18]=2)[N:5]=[CH:6][C:7]=1[C:8]([C:10]1[CH:15]=[CH:14][CH:13]=[CH:12][CH:11]=1)=[O:9].[CH3:20][N:21]([CH2:23][CH2:24][CH2:25]Cl)[CH3:22].C(=O)([O-])[O-].[K+].[K+]>CN(C)C=O>[C:8]([C:7]1[C:2](=[O:1])[C:3]2[C:4](=[N:16][N:17]([CH3:19])[CH:18]=2)[N:5]([CH2:25][CH2:24][CH2:23][N:21]([CH3:22])[CH3:20])[CH:6]=1)(=[O:9])[C:10]1[CH:15]=[CH:14][CH:13]=[CH:12][CH:11]=1 |f:2.3.4|. Procedure: 5.1 g. of (4-hydroxy-2-methyl-2H-pyrazolo[3,4-b]pyridin-5-yl)phenylmethanone (0.02 mol.), 4.8 g. of dimethylaminopropyl chloride (0.04 mol.) and 5.6 g. of potassium carbonate (0.04 mol.) are heated in 50 ml. of dimethylformamide at 80° for 12 hours with stirring. The mixture is filtered hot, evaporated to dryness and the residue is recrystallized from ethyl acetate to obtain 5-benzoyl-7-[3-(dimethylamino)Propyl]-2,7-dihydro-2-methyl-4H-pyrazolo[3,4-b]pyridin-4-one, yield 4.6 g. (68%); m.p. 186°-... Reactants: C(C=C)ON=C1C[C@H](N(C1)C(=O)OC(C)(C)C)C(=O)O ((2S,4EZ)-4-[(allyloxy)imino]-1-(tert-butoxycarbonyl)-2-pyrrolidinecarboxylic acid), C(#N)C1=CC=C(C(=O)Cl)C=C1 (4-cyanobenzoyl chloride), COCCN (2-methoxyethylamine). The product is C(C=C)ON=C1C[C@H](N(C1)C(C1=CC=C(C=C1)C#N)=O)C(=O)NCCOC ((2S,4EZ)-4-[(allyloxy)imino]-1-(4-cyanobenzoyl)-N-(2-methoxyethyl)-2-pyrrolidinecarboxamide). RXN SMILES: [CH2:1]([O:4][N:5]=[C:6]1[CH2:10][N:9]([C:11]([O:13]C(C)(C)C)=O)[C@H:8]([C:18]([OH:20])=O)[CH2:7]1)[CH:2]=[CH2:3].[C:21]([C:23]1[CH:31]=[CH:30][C:26](C(Cl)=O)=[CH:25][CH:24]=1)#[N:22].[CH3:32][O:33][CH2:34][CH2:35][NH2:36]>>[CH2:1]([O:4][N:5]=[C:6]1[CH2:10][N:9]([C:11](=[O:13])[C:26]2[CH:25]=[CH:24][C:23]([C:21]#[N:22])=[CH:31][CH:30]=2)[C@H:8]([C:18]([NH:36][CH2:35][CH2:34][O:33][CH3:32])=[O:20])[CH2:7]1)[CH:2]=[CH2:3]. Procedure details: Following the general method as outlined in Example 22, starting from (2S,4EZ)-4-[(allyloxy)imino]-1-(tert-butoxycarbonyl)-2-pyrrolidinecarboxylic acid, 4-cyanobenzoyl chloride, and 2-methoxyethylamine the title compound was obtained in 44% purity by LC/MS. MS(ESI+): m/z=371.0.